From a dataset of the Open Reaction Database (ORD), a public repository of structured organic reaction records. describe an organic reaction: reactants, conditions, products, and yield The reactants are C(C1=CC=CC=C1)OC=1C=C(C=CC1)CC=O ((3-Benzyloxy-phenyl)-acetaldehyde), C(C)(C)(C)NC([O-])=O (tert-butylcarbamate), C1(=CC=CC=C1)S(=O)[O-].[Na+] (sodium benzenesulfinate), C(=O)O (formic acid), C(C)#N (acetonitrile). Run in CCOC(=O)C (EtOAc). Conditions: temperature 80 celsius, time 4 hour. The product is C(C)(C)(C)OC(NC(CC1=CC(=CC=C1)OCC1=CC=CC=C1)S(=O)(=O)C1=CC=CC=C1)=O ([1-Benzenesulfonyl-2-(3-benzyloxy-phenyl)-ethyl]-carbamic acid tert-butyl ester). RXN SMILES: [CH2:1]([O:8][C:9]1[CH:10]=[C:11]([CH2:15][CH:16]=O)[CH:12]=[CH:13][CH:14]=1)[C:2]1[CH:7]=[CH:6][CH:5]=[CH:4][CH:3]=1.[C:18](NC(=O)[O-])([CH3:21])([CH3:20])[CH3:19].[C:26]1([S:32]([O-:34])=[O:33])[CH:31]=[CH:30][CH:29]=[CH:28][CH:27]=1.[Na+].[CH:36]([OH:38])=[O:37].C(#[N:41])C>CCOC(C)=O>[C:18]([O:37][C:36](=[O:38])[NH:41][CH:16]([S:32]([C:26]1[CH:31]=[CH:30][CH:29]=[CH:28][CH:27]=1)(=[O:34])=[O:33])[CH2:15][C:11]1[CH:12]=[CH:13][CH:14]=[C:9]([O:8][CH2:1][C:2]2[CH:3]=[CH:4][CH:5]=[CH:6][CH:7]=2)[CH:10]=1)([CH3:21])([CH3:20])[CH3:19] |f:2.3|. Procedure details: A suspension of (3-Benzyloxy-phenyl)-acetaldehyde (20.6 g, 91 mmol), tert-butylcarbamate (10.7 g, 91 mmol, 1 eq), sodium benzenesulfinate (18.3 g, 109 mmol, 1.2 eq) and formic acid (5.2 ml, 137 mmol, 1.5 eq) in 155 ml acetonitrile is stirred at 80° C. for 4 h. After cooling to rt the mixture is taken up in EtOAc. The solution is washed with bicarbonate and brine, dried over magnesium sulfate and evaporated. The residue (37.3 g) is used for the next step without further purification. Reaction SMILES: C(OC(=O)C)(=O)C.[N+:8]([O-:11])(O)=[O:9].[CH3:12][S:13]([NH:16][C:17]1[N:21]([C:22]2[C:27]([Cl:28])=[CH:26][C:25]([C:29]([F:32])([F:31])[F:30])=[C:24]([F:33])[C:23]=2[Cl:34])[N:20]=[CH:19][CH:18]=1)(=[O:15])=[O:14].O>C(O)(=O)C>[CH3:12][S:13]([NH:16][C:17]1[N:21]([C:22]2[C:27]([Cl:28])=[CH:26][C:25]([C:29]([F:32])([F:30])[F:31])=[C:24]([F:33])[C:23]=2[Cl:34])[N:20]=[CH:19][C:18]=1[N+:8]([O-:11])=[O:9])(=[O:14])=[O:15]. Solvent: C(C)(=O)O (acetic acid). Reaction conditions: time 16 hour. Yields the product CS(=O)(=O)NC1=C(C=NN1C1=C(C(=C(C=C1Cl)C(F)(F)F)F)Cl)[N+](=O)[O-] (5-methanesulphonamido-4-nitro-1-(2,6-dichloro-3-fluoro-4-trifluoromethylphenyl)-pyrazole). Reactants: O (water), C(C)(=O)OC(C)=O (acetic anhydride), [N+](=O)(O)[O-] (nitric acid), CS(=O)(=O)NC1=CC=NN1C1=C(C(=C(C=C1Cl)C(F)(F)F)F)Cl (5-methanesulphonamido-1-(2,6-dichloro-3-fluoro-4-trifluoromethylphenyl)-pyrazole). Procedure details: 1.07 ml (0.011 mol) of acetic anhydride and 0.45 ml (0.0106 mol) of 98 percent strength nitric acid are added successively to a solution of 3.8 g (0.01 mol) of 5-methanesulphonamido-1-(2,6-dichloro-3-fluoro-4-trifluoromethylphenyl)-pyrazole in 20 ml of glacial acetic acid at approximately 15° C. The mixture is stirred at room temperature for approximately 16 hours, and the reaction solution is then poured into 100 ml of water. The precipiate thus formed is filtered off with suction, washed until... Yield: 80.0%. The reactants are crude product, C(C)C1(C2C(CC3=CC=C(C=C13)OC)N2)CC (7,7-diethyl-5-methoxy-1a,2,7,7a-tetrahydro-1H-1-aza-cyclopropa[b]naphthalene), Br (hydrogen bromide), C(C)(=O)OCC (ethyl acetate). Reagents/catalysts: CCCC[N+](CCCC)(CCCC)CCCC.[Br-] (tetra-N-butylammonium bromide). Solvent: C(C)O (ethanol). Conditions: temperature 100 celsius. Yields the product Br.NC1C(CC=2C=CC(=CC2C1(CC)CC)O)Br (7-Amino-6-bromo-8,8-diethyl-5,6,7,8-tetrahydronaphthalen-2-ol hydrobromide). Isolated yield 62.5%. RXN SMILES: [CH2:1]([C:3]1([CH2:16][CH3:17])[C:12]2[C:7](=[CH:8][CH:9]=[C:10]([O:13]C)[CH:11]=2)[CH2:6][CH:5]2[NH:15][CH:4]12)[CH3:2].[BrH:18].C(OCC)(=O)C>CCCC[N+](CCCC)(CCCC)CCCC.[Br-].C(O)C>[BrH:18].[NH2:15][CH:4]1[C:3]([CH2:16][CH3:17])([CH2:1][CH3:2])[C:12]2[CH:11]=[C:10]([OH:13])[CH:9]=[CH:8][C:7]=2[CH2:6][CH:5]1[Br:18] |f:3.4,6.7|. Procedure: To a flask was added 7,7-diethyl-5-methoxy-1a,2,7,7a-tetrahydro-1H-1-aza-cyclopropa[b]naphthalene (268 g, 1.16 mol) and hydrogen bromide (1.97 L, 17.38 mol), followed by tetra-N-butylammonium bromide (38 g, 0.12 mol). The reaction mixture was heated at 100° C. overnight with stirring, cooled to room temperature and then poured into stirred ethyl acetate (2.5 L). The product was isolated by filtration, the filter cake was washed with ethyl acetate (2×200 mL) and dried to yield crude product (370 ...